From a dataset of the Open Reaction Database (ORD), a public repository of structured organic reaction records. describe an organic reaction: reactants, conditions, products, and yield Reactants: CO, CCOC(C)=O, O, O=C(O)C1c2ccc(O)cc2C2CCCCC2C1c1ccc(O)cc1. Yields the product COC(=O)C1c2ccc(O)cc2C2CCCCC2C1c1ccc(O)cc1. Reaction SMILES: [CH3:26][OH:27].[CH3:28][CH2:29][O:30][C:31](=[O:32])[CH3:33].[OH2:34].[OH:1][c:2]1[cH:3][c:4]2[c:13]([cH:14][cH:15]1)[CH:12]([C:16](=[O:17])[OH:18])[CH:11]([c:19]1[cH:20][cH:21][c:22]([OH:25])[cH:23][cH:24]1)[CH:10]1[CH:5]2[CH2:6][CH2:7][CH2:8][CH2:9]1>>[OH:1][c:2]1[cH:3][c:4]2[c:13]([cH:14][cH:15]1)[CH:12]([C:16]([O:17][CH3:28])=[O:18])[CH:11]([c:19]1[cH:20][cH:21][c:22]([OH:25])[cH:23][cH:24]1)[CH:10]1[CH:5]2[CH2:6][CH2:7][CH2:8][CH2:9]1. Reactants: COC(=O)[C@@H]1C[C@@H]([C@H](C1)O)NC(=O)C=1SC(=CC1)Cl ((1R,3S,4S)-3-[(5-chloro-thiophene-2-carbonyl)-amino]-4-hydroxy-cyclopentane-carboxylic acid methyl ester), NC1=C(C=C(C=C1)N1C(C=CC=C1)=O)F (1-(4-amino-3-fluoro-phenyl)-1H-pyridin-2-one), C[Al](C)C (trimethyl aluminium), [O-]S(=O)(=O)[O-].[Mg+2] (MgSO4). The solvent is O1CCOCC1 (dioxane), O (water), O1CCOCC1 (dioxane). Run at time 2 hour. Yields the product FC1=C(C=CC(=C1)N1C(C=CC=C1)=O)NC(=O)[C@H]1C[C@@H]([C@H](C1)NC(=O)C=1SC(=CC1)Cl)O (5-chloro-thiophene-2-carboxylic acid {(1S,2S,4R)-4-[2-fluoro-4-(2-oxo-2H-pyridin-1-yl)-phenylcarbamoyl]-2-hydroxy-cyclopentyl}-amide). Yield: 47.0%. Reaction SMILES: [NH2:1][C:2]1[CH:7]=[CH:6][C:5]([N:8]2[CH:13]=[CH:12][CH:11]=[CH:10][C:9]2=[O:14])=[CH:4][C:3]=1[F:15].C[Al](C)C.C[O:21][C:22]([C@H:24]1[CH2:28][C@H:27]([OH:29])[C@@H:26]([NH:30][C:31]([C:33]2[S:34][C:35]([Cl:38])=[CH:36][CH:37]=2)=[O:32])[CH2:25]1)=O.[O-]S([O-])(=O)=O.[Mg+2]>O1CCOCC1.O>[F:15][C:3]1[CH:4]=[C:5]([N:8]2[CH:13]=[CH:12][CH:11]=[CH:10][C:9]2=[O:14])[CH:6]=[CH:7][C:2]=1[NH:1][C:22]([C@@H:24]1[CH2:25][C@H:26]([NH:30][C:31]([C:33]2[S:34][C:35]([Cl:38])=[CH:36][CH:37]=2)=[O:32])[C@@H:27]([OH:29])[CH2:28]1)=[O:21] |f:3.4|. Reported procedure: To a stirred suspension of 1-(4-amino-3-fluoro-phenyl)-1H-pyridin-2-one (296 mg; CAS 536747-52-1, prepared according to C. F. Bigge et al., patent application WO 2003045912) at r.t. in dioxane (3 ml) under an argon atmosphere was added carefully trimethyl aluminium solution (0.72 ml; 2M in heptane). After stirring for 2 hrs at r.t., a solution of (1R,3S,4S)-3-[(5-chloro-thiophene-2-carbonyl)-amino]-4-hydroxy-cyclopentane-carboxylic acid methyl ester (110 mg) in dioxane (3 ml) was added. The mixt... Reactants: O=C([O-])[O-], ClC(Cl)Cl, C[Si](C)(C)C#CCCCI, [K+], [K+], N#Cc1cn[nH]c1N, CN(C)C=O, O. The product is C[Si](C)(C)C#CCCCn1ncc(C#N)c1N. RXN SMILES: [C:9](=[O:10])([O-:11])[O-:12].[CH:31]([Cl:32])([Cl:33])[Cl:34].[I:15][CH2:16][CH2:17][CH2:18][C:19]#[C:20][Si:21]([CH3:22])([CH3:23])[CH3:24].[K+:13].[K+:14].[NH2:1][c:2]1[c:3]([C:7]#[N:8])[cH:4][n:5][nH:6]1.[O:26]=[CH:27][N:28]([CH3:29])[CH3:30].[OH2:25]>>[NH2:1][c:2]1[c:3]([C:7]#[N:8])[cH:4][n:5][n:6]1[CH2:16][CH2:17][CH2:18][C:19]#[C:20][Si:21]([CH3:22])([CH3:23])[CH3:24].